Dataset: the Open Reaction Database (ORD), a public repository of structured organic reaction records. Task: describe an organic reaction: reactants, conditions, products, and yield Reactants: C=C1COc2ccccc2OC1, C1CCOC1, NS(=O)(=O)O, [Na+], [OH-]. Yields the product NCC1COc2ccccc2OC1. As a reaction SMILES: [CH2:1]=[C:2]1[CH2:3][O:4][c:5]2[c:6]([cH:9][cH:10][cH:11][cH:12]2)[O:7][CH2:8]1.[CH2:20]1[O:21][CH2:22][CH2:23][CH2:24]1.[NH2:13][S:14]([OH:15])(=[O:16])=[O:17].[Na+:19].[OH-:18]>>[CH2:1]([CH:2]1[CH2:3][O:4][c:5]2[c:6]([cH:9][cH:10][cH:11][cH:12]2)[O:7][CH2:8]1)[NH2:13].